Dataset: the Open Reaction Database (ORD), a public repository of structured organic reaction records. Task: describe an organic reaction: reactants, conditions, products, and yield Reactants: O (water), ClC=1C(=C(C#N)C(=C(C1)Cl)F)F (3,5-dichloro-2,6-difluorobenzonitrile), [H][H] (hydrogen), [H][H] (hydrogen). Reagents/catalysts: [C].[Pd] (palladium-carbon). Solvent: C(C)N(CC)CC (triethylamine), C(C)N(CC)CC (triethylamine). Reaction conditions: time 7 hour. The product is FC1=C(C#N)C(=CC=C1)F (2,6-difluorobenzonitrile). Yield: 95.8%. RXN SMILES: O.Cl[C:3]1[C:4]([F:13])=[C:5]([C:8]([F:12])=[C:9](Cl)[CH:10]=1)[C:6]#[N:7].[H][H]>[C].[Pd].C(N(CC)CC)C>[F:12][C:8]1[CH:9]=[CH:10][CH:3]=[C:4]([F:13])[C:5]=1[C:6]#[N:7] |f:3.4|. Procedure details: To 45 ml of water 15 g of 3,5-dichloro-2,6-difluorobenzonitrile was added and 0.05 g of palladium-carbon catalyst and 17.5 g of triethylamine were added to it. The reaction was carried out in an autoclave at 120° C. for 7 hours while introducing hydrogen gas into it so that the pressure of hydrogen gas in the reaction system was kept at 30 kg/cm2. In the same manner as in the process of the reduction step of Example 1, the reaction mixture was refined to obtain 9.6 g of 2,6-difluorobenzonitrile ... The reactants are CC(C)CSC[C@@H]1[C@H]([C@H]([C@@H](O1)N2C=NC3=C2NC=NC3=O)O)O (Sibi), Cl.COC([C@@H](N)CO)=O (serine methyl ester hydrochloride), C(=O)(Cl)Cl (phosgene). The product is COC(=O)C1NC(OC1)=O (4-methoxycarbonyloxazolidin-2-one). Reaction SMILES: CC(CSC[C@H]1[O:11][C@@H:10](N2C3NC=NC(=O)C=3N=C2)[C@H](O)[C@@H]1O)C.Cl.[CH3:25][O:26][C:27](=[O:32])[C@H:28]([CH2:30][OH:31])[NH2:29].C(Cl)(Cl)=O>>[CH3:25][O:26][C:27]([CH:28]1[CH2:30][O:31][C:10](=[O:11])[NH:29]1)=[O:32] |f:1.2|. Reported procedure: The preparation of 1-1 was carried out according to the literature procedure (see: Sibi, M. P. et al, J. Chem. Soc. Perkin Trans. 1 1994, 1675). Thus, 39.5 grams of serine methyl ester hydrochloride was reacted with phosgene (20% solution in toluene, 175 mL) to give 42 grams of desired product. 1H NMR (400 MHz, acetone-d6): δ 7.1 (br s, 1H, NH), 4.64–4.56 (m, 2H), 4.44 (dd, 1H), 3.77 (s, 3H). Starting materials: CC(C)(N)Cc1ccccc1, ClC(Cl)Cl, O, O=[N+]([O-])O, O=S(=O)(O)O. Product: CC(C)(N)Cc1ccc([N+](=O)[O-])cc1. Reaction SMILES: [CH3:1][C:2]([CH3:3])([NH2:4])[CH2:5][c:6]1[cH:7][cH:8][cH:9][cH:10][cH:11]1.[CH:22]([Cl:23])([Cl:24])[Cl:25].[OH2:21].[OH:17][N+:18]([O-:19])=[O:20].[S:12](=[O:13])(=[O:14])([OH:15])[OH:16]>>[CH3:1][C:2]([CH3:3])([NH2:4])[CH2:5][c:6]1[cH:7][cH:8][c:9]([N+:18](=[O:17])[O-:19])[cH:10][cH:11]1.